From a dataset of the Open Reaction Database (ORD), a public repository of structured organic reaction records. describe an organic reaction: reactants, conditions, products, and yield Reactants: ClC1=CC(=C(C=C1)C1=C(C=CC=C1)C(C)NS(=O)(=O)C1=CC(=CC=C1)OC)F (N-[1-(4′-chloro-2′-fluoro-1,1′-biphenyl-2-yl)ethyl]-3-methoxybenzenesulfonamide), C([O-])([O-])=O.[K+].[K+] (potassium carbonate). Run in CN(C=O)C (N,N-dimethylformamide). Product: ClC=1C=CC=2C3=CC=CC=C3C(N(C2C1)S(=O)(=O)C1=CC(=CC=C1)OC)C (3-Chloro-5-[(3-methoxyphenyl)sulfonyl]-6-methyl-5,6-dihydrophenanthridine), white solid. Isolated yield 84.0%. As a reaction SMILES: [Cl:1][C:2]1[CH:7]=[CH:6][C:5]([C:8]2[CH:13]=[CH:12][CH:11]=[CH:10][C:9]=2[CH:14]([NH:16][S:17]([C:20]2[CH:25]=[CH:24][CH:23]=[C:22]([O:26][CH3:27])[CH:21]=2)(=[O:19])=[O:18])[CH3:15])=[C:4](F)[CH:3]=1.C(=O)([O-])[O-].[K+].[K+]>CN(C)C=O>[Cl:1][C:2]1[CH:7]=[CH:6][C:5]2[C:8]3[C:9]([CH:14]([CH3:15])[N:16]([S:17]([C:20]4[CH:25]=[CH:24][CH:23]=[C:22]([O:26][CH3:27])[CH:21]=4)(=[O:19])=[O:18])[C:4]=2[CH:3]=1)=[CH:10][CH:11]=[CH:12][CH:13]=3 |f:1.2.3|. Procedure: The title compound was prepared from N-[1-(4′-chloro-2′-fluoro-1,1′-biphenyl-2-yl)ethyl]-3-methoxybenzenesulfonamide (686 mg, 1.6 mmol), anhydrous N,N-dimethylformamide (2 mL), and potassium carbonate (442 mg, 3.2 mmol) according to the procedure and in the same manner as described in Example 105, step d resulting in the isolation of 547 mg (84%) of a white solid that was used without further purification; Starting materials: C(#N)C1=CC(=C(C=C1)C1C2=C(N(C(N1C(=O)NC)=O)C1=CC(=CC=C1)C(F)(F)F)CCC2=O)F (4-(4-cyano-2-fluorophenyl)-N-methyl-2,5-dioxo-1-(3-(trifluoromethyl)phenyl)-4,5,6,7-tetrahydro-1H-cyclopenta[d]pyrimidine-3(2H)-carboxamide), ( 005_CA01 ), FC(C=1C=C(C=CC1)N1C(NC(C2=C1CCC2=O)C2=CC=C(C#N)C=C2)=O)F (4-(1-(3-(difluoromethyl)phenyl)-2,5-dioxo-2,3,4,5,6,7-hexahydro-1H-cyclopenta[d]pyrimidin-4-yl)benzonitrile), NCCCO (3-aminopropanol). Product: C(#N)C1=CC=C(C=C1)C1C2=C(N(C(N1C(=O)NCCCO)=O)C1=CC(=CC=C1)C(F)F)CCC2=O (4-(4-Cyanophenyl)-1-(3-(difluoromethyl)phenyl)-N-(3-hydroxypropyl)-2,5-dioxo-4,5,6,7-tetrahydro-1H-cyclopenta[d]pyrimidine-3(2H)-carboxamide). Reaction SMILES: [C:1]([C:3]1[CH:8]=[CH:7][C:6]([CH:9]2[N:14]([C:15]([NH:17][CH3:18])=[O:16])[C:13](=[O:19])[N:12]([C:20]3[CH:25]=[CH:24][CH:23]=[C:22]([C:26]([F:29])(F)[F:27])[CH:21]=3)[C:11]3[CH2:30][CH2:31][C:32](=[O:33])[C:10]2=3)=[C:5](F)[CH:4]=1)#[N:2].FC(F)C1C=C(N2C3C[CH2:50][C:51](=[O:52])C=3C(C3C=CC(C#N)=CC=3)NC2=O)C=CC=1.NCCCO>>[C:1]([C:3]1[CH:8]=[CH:7][C:6]([CH:9]2[N:14]([C:15]([NH:17][CH2:18][CH2:50][CH2:51][OH:52])=[O:16])[C:13](=[O:19])[N:12]([C:20]3[CH:25]=[CH:24][CH:23]=[C:22]([CH:26]([F:27])[F:29])[CH:21]=3)[C:11]3[CH2:30][CH2:31][C:32](=[O:33])[C:10]2=3)=[CH:5][CH:4]=1)#[N:2]. Procedure details: The title compound is prepared in analogy to 4-(4-cyano-2-fluorophenyl)-N-methyl-2,5-dioxo-1-(3-(trifluoromethyl)phenyl)-4,5,6,7-tetrahydro-1H-cyclopenta[d]pyrimidine-3(2H)-carboxamide (example 49), using 4-(1-(3-(difluoromethyl)phenyl)-2,5-dioxo-2,3,4,5,6,7-hexahydro-1H-cyclopenta[d]pyrimidin-4-yl)benzonitrile (example 11, 100 mg, 0.26 mmol) as starting material and replacing methylamine with 3-aminopropanol. Yield: 70 mg; ESI mass spectrum [M+H]+=481; Retention time HPLC: 0.71 min (005_CA01). Reactants: CC(C)(N)CNc1c([N+](=O)[O-])cnc2ccccc12, Cc1ccccc1, CC(C)O. The product is CC(C)(N)CNc1c(N)cnc2ccccc12. Reaction SMILES: [CH3:1][C:2]([CH2:3][NH:4][c:5]1[c:6]([N+:15]([O-:16])=[O:17])[cH:7][n:8][c:9]2[cH:10][cH:11][cH:12][cH:13][c:14]12)([CH3:18])[NH2:19].[CH3:24][c:25]1[cH:26][cH:27][cH:28][cH:29][cH:30]1.[CH:20]([OH:21])([CH3:22])[CH3:23]>>[CH3:1][C:2]([CH2:3][NH:4][c:5]1[c:6]([NH2:15])[cH:7][n:8][c:9]2[cH:10][cH:11][cH:12][cH:13][c:14]12)([CH3:18])[NH2:19]. The reactants are S(=O)(=O)([O-])[O-].[Na+].[Na+] (sodium sulfate), C([O-])(O)=O.[Na+] (sodium bicarbonate), CC1(C(N2C(S1(=O)=O)CC2=O)C(=O)[O-])C.[Na+] (sodium penicillanate 1,1-dioxide), O (water). The reagents and catalysts are S([O-])(O)(=O)=O.C(CCC)[N+](CCCC)(CCCC)CCCC (tetrabutylammonium bisulfate). The solvent is C(Cl)(Cl)Cl (chloroform). Conditions: time 5 minute. Yields the product tetrabutylammonium salt, CC1([C@@H](N2[C@H](S1(=O)=O)CC2=O)C(=O)O)C (penicillanic acid 1,1-dioxide). RXN SMILES: [CH3:1][C:2]1([CH3:15])[S:6](=[O:8])(=[O:7])[CH:5]2[CH2:9][C:10](=[O:11])[N:4]2[CH:3]1[C:12]([O-:14])=[O:13].[Na+].O.C(=O)(O)[O-].[Na+].S([O-])([O-])(=O)=O.[Na+].[Na+]>S(=O)(=O)(O)[O-].C([N+](CCCC)(CCCC)CCCC)CCC.C(Cl)(Cl)Cl>[CH3:1][C:2]1([CH3:15])[S:6](=[O:7])(=[O:8])[C@@H:5]2[CH2:9][C:10](=[O:11])[N:4]2[C@H:3]1[C:12]([OH:14])=[O:13] |f:0.1,3.4,5.6.7,8.9|. Procedure: To a stirred solution of 2.55 g. of sodium penicillanate 1,1-dioxide in 20 ml. of water was added 3.80 g. of tetrabutylammonium bisulfate. Stirring was continued for 5 minutes and then 20 ml. of chloroform was added. The pH was adjusted to 6.8 with saturated aqueous sodium bicarbonate and then the aqueous layer was saturated with sodium sulfate. The layers were separated and the aqueous layer was extracted with chloroform. The combined chloroform solutions were dried using sodium sulfate and the... Starting materials: [Li+].[OH-] (LiOH), CC(=CCC/C(=C/CC/C(=C/CSC[C@@H](C(=O)O)N)/C)/C)C (trans-Farnesyl-L-cysteine), C(C)(C)N(C(C)C)CC (N,N-diisopropyl-ethyl-amine), Ethyl chloro oxoacetate, C(C)(=O)OCC (Ethyl acetate). Run in O (water), C1CCOC1 (THF), C(Cl)Cl (CH2Cl2). Conditions: time 8 hour. The product is C(=O)(O)C(=O)N[C@H](C(=O)O)CSC\C=C(\CC\C=C(\CCC=C(C)C)/C)/C ((R)-2-(carboxyformamido)-3-((2E,6E)-3,7,11-trimethyldodeca-2,6,10-trienylthio)propanoic acid). Reaction SMILES: [CH3:1][C:2]([CH3:22])=[CH:3][CH2:4][CH2:5]/[C:6](/[CH3:21])=[CH:7]/[CH2:8][CH2:9]/[C:10](/[CH3:20])=[CH:11]/[CH2:12][S:13][CH2:14][C@H:15]([NH2:19])[C:16]([OH:18])=[O:17].C(N(CC)C(C)C)(C)C.[Li+].[OH-:33].[C:34]([O:37]CC)(=[O:36])[CH3:35]>C(Cl)Cl.C1COCC1.O>[C:34]([C:35]([NH:19][C@@H:15]([CH2:14][S:13][CH2:12]/[CH:11]=[C:10](\[CH3:20])/[CH2:9][CH2:8]/[CH:7]=[C:6](\[CH3:21])/[CH2:5][CH2:4][CH:3]=[C:2]([CH3:22])[CH3:1])[C:16]([OH:18])=[O:17])=[O:33])([OH:37])=[O:36] |f:2.3|. Reported procedure: In a 100 mL round bottom flask, S-trans, trans-Farnesyl-L-cysteine (325 mg, 1 mmol) and N,N-diisopropyl-ethyl-amine (650 mg, 5 mmol) were mixed in CH2Cl2 (10 mL). Ethyl chloro oxoacetate (122 mg, 1 mmol) was added to the reaction mixture. The reaction solution was stirred at room temperature overnight. Reaction solvent was removed by rotary evaporation. The remained residue was dissolved in ethyl acetate (100 mL) and washed with an NH4Cl saturated solution (50 mL), dried over Na2SO4 and concentr...